Dataset: the Open Reaction Database (ORD), a public repository of structured organic reaction records. Task: describe an organic reaction: reactants, conditions, products, and yield The reactants are CCO, O=[N+]([O-])c1cc(CO)ccc1NC1CCCCC1. Yields the product Nc1cc(CO)ccc1NC1CCCCC1. Reaction SMILES: [CH3:19][CH2:20][OH:21].[CH:1]1([NH:7][c:8]2[c:9]([N+:16]([O-:17])=[O:18])[cH:10][c:11]([CH2:14][OH:15])[cH:12][cH:13]2)[CH2:2][CH2:3][CH2:4][CH2:5][CH2:6]1>>[CH:1]1([NH:7][c:8]2[c:9]([NH2:16])[cH:10][c:11]([CH2:14][OH:15])[cH:12][cH:13]2)[CH2:2][CH2:3][CH2:4][CH2:5][CH2:6]1. Reactants: O=[N+]([O-])O, O=S(=O)(O)O, O=C(O)C1CC1(C(=O)O)c1ccccc1. The product is O=C(O)C1CC1(C(=O)O)c1ccc([N+](=O)[O-])cc1. Reaction SMILES: [OH:21][N+:22]([O-:23])=[O:24].[S:16](=[O:17])(=[O:18])([OH:19])[OH:20].[c:1]1([C:7]2([C:13](=[O:14])[OH:15])[CH:8]([C:10](=[O:11])[OH:12])[CH2:9]2)[cH:2][cH:3][cH:4][cH:5][cH:6]1>>[c:1]1([C:7]2([C:13](=[O:14])[OH:15])[CH:8]([C:10](=[O:11])[OH:12])[CH2:9]2)[cH:2][cH:3][c:4]([N+:22](=[O:21])[O-:23])[cH:5][cH:6]1. Starting materials: CO, CN(C(=O)NCc1cccc(F)c1Cl)C(CCC(=O)N1CCN(C(=O)OC(C)(C)C)CC1)COC(=O)Nc1cc(-c2cccc(F)c2)on1, Cl, C1COCCO1. Product: CN(C(=O)NCc1cccc(F)c1Cl)C(CCC(=O)N1CCNCC1)COC(=O)Nc1cc(-c2cccc(F)c2)on1. As a reaction SMILES: [CH3:57][OH:58].[Cl:1][c:2]1[c:3]([CH2:4][NH:5][C:6]([N:7]([CH3:8])[CH:9]([CH2:10][CH2:11][C:12](=[O:13])[N:14]2[CH2:15][CH2:16][N:17]([C:20]([O:21][C:22]([CH3:23])([CH3:24])[CH3:25])=[O:26])[CH2:18][CH2:19]2)[CH2:27][O:28][C:29]([NH:30][c:31]2[n:32][o:33][c:34](-[c:36]3[cH:37][c:38]([F:42])[cH:39][cH:40][cH:41]3)[cH:35]2)=[O:43])=[O:44])[cH:45][cH:46][cH:47][c:48]1[F:49].[ClH:50].[O:51]1[CH2:52][CH2:53][O:54][CH2:55][CH2:56]1>>[Cl:1][c:2]1[c:3]([CH2:4][NH:5][C:6]([N:7]([CH3:8])[CH:9]([CH2:10][CH2:11][C:12](=[O:13])[N:14]2[CH2:15][CH2:16][NH:17][CH2:18][CH2:19]2)[CH2:27][O:28][C:29]([NH:30][c:31]2[n:32][o:33][c:34](-[c:36]3[cH:37][c:38]([F:42])[cH:39][cH:40][cH:41]3)[cH:35]2)=[O:43])=[O:44])[cH:45][cH:46][cH:47][c:48]1[F:49]. The reactants are COC1=CC=C(CNCCNC(=O)C=2SC=CC2NC2=C3C(=NC=C2)NC=C3)C=C1 (3-(1H-Pyrrolo[2,3-b]pyridin-4-ylamino)-thiophene-2-carboxylic acid [2-(4-methoxy-benzylamino)-ethyl]amide), N1=C(C=CC=C1)C=O (2-pyridinecarboxaldehyde). The product is N1=C(C=CC=C1)CNCCNC(=O)C=1SC=CC1NC1=C2C(=NC=C1)NC=C2 (3-(1H-Pyrrolo[2,3-b]pyridin-4-ylamino)-thiophene-2-carboxylic acid {2-[(pyridin-2-ylmethyl)-amino]-ethyl}-amide). As a reaction SMILES: CO[C:3]1[CH:30]=C[C:6]([CH2:7][NH:8][CH2:9][CH2:10][NH:11][C:12]([C:14]2[S:15][CH:16]=[CH:17][C:18]=2[NH:19][C:20]2[CH:25]=[CH:24][N:23]=[C:22]3[NH:26][CH:27]=[CH:28][C:21]=23)=[O:13])=[CH:5][CH:4]=1.[N:31]1C=CC=CC=1C=O>>[N:31]1[CH:30]=[CH:3][CH:4]=[CH:5][C:6]=1[CH2:7][NH:8][CH2:9][CH2:10][NH:11][C:12]([C:14]1[S:15][CH:16]=[CH:17][C:18]=1[NH:19][C:20]1[CH:25]=[CH:24][N:23]=[C:22]2[NH:26][CH:27]=[CH:28][C:21]=12)=[O:13]. Reported procedure: This compound was prepared in an analogous manner as 3-(1H-Pyrrolo[2,3-b]pyridin-4-ylamino)-thiophene-2-carboxylic acid [2-(4-methoxy-benzylamino)-ethyl]amide using 2-pyridinecarboxaldehyde instead of 4-methoxy benzaldehyde. LCMS (ESI) 393 (M+H) 1H NMR (400 MHz, DMSO-d6) δ ppm 11.51 (1H, br. s.) 10.27 (1H, s) 8.46 (1H, ddd, J=4.81, 1.66, 0.76 Hz) 8.07 (1H, t, J=5.61 Hz) 8.01 (1H, d, J=5.37 Hz) 7.77 (1H, d, J=5.47 Hz) 7.68 (1H, td, J=7.68, 1.73 Hz) 7.47 (1H, d, J=5.42 Hz) 7.39 (1H, d, J=7.71 Hz) ... The reactants are CCOC(C)=O, CO, O=[N+]([O-])c1ccc2ncccc2c1. Yields the product Nc1ccc2ncccc2c1. RXN SMILES: [CH3:14][CH2:15][O:16][C:17](=[O:18])[CH3:19].[CH3:20][OH:21].[N+:1]([O-:2])(=[O:3])[c:4]1[cH:5][c:6]2[cH:7][cH:8][cH:9][n:10][c:11]2[cH:12][cH:13]1>>[NH2:1][c:4]1[cH:5][c:6]2[cH:7][cH:8][cH:9][n:10][c:11]2[cH:12][cH:13]1. Starting materials: C(C)(C)C(C#N)(CCCN(C)CCCOC1=C(C=CC=C1)[N+](=O)[O-])C1=CC(=C(C(=C1)OC)OC)OC (alpha-isopropyl-alpha-[3-[N-[3-(2-nitrophenoxy)propyl]-N-methylamino]propyl]-3,4,5-trimethoxyphenylacetonitrile). Reagents/catalysts: [Pt]=O (platinum oxide). Solvent: CO (methanol). Yields the product C(C)(C)C(C#N)(CCCN(C)CCCOC1=C(C=CC=C1)N)C1=CC(=C(C(=C1)OC)OC)OC (Alpha-isopropyl-alpha-[3-[N-[3-(2-aminophenoxy)propyl]-N-methylamino]propyl]-3,4,5-trimethoxyphenylacetonitrile). Isolated yield 105.2%. Reaction SMILES: [CH:1]([C:4]([C:25]1[CH:30]=[C:29]([O:31][CH3:32])[C:28]([O:33][CH3:34])=[C:27]([O:35][CH3:36])[CH:26]=1)([CH2:7][CH2:8][CH2:9][N:10]([CH2:12][CH2:13][CH2:14][O:15][C:16]1[CH:21]=[CH:20][CH:19]=[CH:18][C:17]=1[N+:22]([O-])=O)[CH3:11])[C:5]#[N:6])([CH3:3])[CH3:2]>CO.[Pt]=O>[CH:1]([C:4]([C:25]1[CH:30]=[C:29]([O:31][CH3:32])[C:28]([O:33][CH3:34])=[C:27]([O:35][CH3:36])[CH:26]=1)([CH2:7][CH2:8][CH2:9][N:10]([CH2:12][CH2:13][CH2:14][O:15][C:16]1[CH:21]=[CH:20][CH:19]=[CH:18][C:17]=1[NH2:22])[CH3:11])[C:5]#[N:6])([CH3:3])[CH3:2]. Reported procedure: 0.92 g of alpha-isopropyl-alpha-[3-[N-[3-(2-nitrophenoxy)propyl]-N-methylamino]propyl]-3,4,5-trimethoxyphenylacetonitrile was hydrogenated in 20 ml of methanol over 10 mg of platinum oxide at atmospheric pressure and room temperature. The catalyst was filtered off and filtrate was evaporated to give 0.91 g of the desired compound as a yellow oil. The oxalate of this compound was obtained in the usual manner.